Dataset: the Open Reaction Database (ORD), a public repository of structured organic reaction records. Task: describe an organic reaction: reactants, conditions, products, and yield As a reaction SMILES: Br[C:2]1[CH:3]=[C:4]2[C:9](=[CH:10][CH:11]=1)[CH:8]=[N:7][CH:6]=[CH:5]2.[C:12]([Si:14]([CH3:17])([CH3:16])[CH3:15])#[CH:13]>CCN(CC)CC.Cl[Pd](Cl)([P](C1C=CC=CC=1)(C1C=CC=CC=1)C1C=CC=CC=1)[P](C1C=CC=CC=1)(C1C=CC=CC=1)C1C=CC=CC=1.[Cu]I>[CH3:15][Si:14]([CH3:17])([CH3:16])[C:12]#[C:13][C:2]1[CH:3]=[C:4]2[C:9](=[CH:10][CH:11]=1)[CH:8]=[N:7][CH:6]=[CH:5]2 |^1:27,46|. The yield is 101.7%. Reaction conditions: temperature 50 celsius, time 1 hour. Run in CCN(CC)CC (Et3N). The reagents and catalysts are Cl[Pd]([P](C1=CC=CC=C1)(C2=CC=CC=C2)C3=CC=CC=C3)([P](C4=CC=CC=C4)(C5=CC=CC=C5)C6=CC=CC=C6)Cl (PdCl2(PPh3)2), [Cu]I (copper(I) iodide). The reactants are BrC=1C=C2C=CN=CC2=CC1 (6-bromoisoquinoline), C(#C)[Si](C)(C)C (Ethynyltrimethylsilane). Procedure: To a solution of 6-bromoisoquinoline (2.0 g, 9.6 mmol) (commercially available from Gateway Chemical Technology, Inc.) in 45 mL of Et3N was added PdCl2(PPh3)2 (0.34 g, 0.48 mmol) and copper(I) iodide (0.27 g, 1.4 mmol). The mixture was degassed by bubbling nitrogen through the mixture for 1 minute. Ethynyltrimethylsilane (2.7 mL, 19 mmol) was added. The mixture was heated to 50° C. After 1 hour, the solvent was removed by rotary evaporation and the residue was purified by flash chromatography on... The product is C[Si](C#CC=1C=C2C=CN=CC2=CC1)(C)C (6-(2-(trimethylsilyl)ethynyl)isoquinoline). Reactants: OC1=CC=C(C#N)C=C1 (4-hydroxy-benzonitrile), ClC1=NC(=CC2=CC(=CC=C12)OC)NC1=NNC(=C1)C ((1-chloro-6-methoxy-isoquinolin-3-yl)-(5-methyl-1H-pyrazol-3-yl)-amine). The product is CC1=CC(=NN1)NC=1N=C(C2=CC=C(C=C2C1)OC)OC1=CC=C(C#N)C=C1 (4-[3-(5-Methyl-1H-pyrazol-3-ylamino)-6-methoxy-isoquinolin-1-yloxy]-benzonitrile). As a reaction SMILES: [OH:1][C:2]1[CH:9]=[CH:8][C:5]([C:6]#[N:7])=[CH:4][CH:3]=1.Cl[C:11]1[C:20]2[C:15](=[CH:16][C:17]([O:21][CH3:22])=[CH:18][CH:19]=2)[CH:14]=[C:13]([NH:23][C:24]2[CH:28]=[C:27]([CH3:29])[NH:26][N:25]=2)[N:12]=1>>[CH3:29][C:27]1[NH:26][N:25]=[C:24]([NH:23][C:13]2[N:12]=[C:11]([O:1][C:2]3[CH:9]=[CH:8][C:5]([C:6]#[N:7])=[CH:4][CH:3]=3)[C:20]3[C:15]([CH:14]=2)=[CH:16][C:17]([O:21][CH3:22])=[CH:18][CH:19]=3)[CH:28]=1. Procedure: Similar procedure as described in example 10 was used, starting from 4-hydroxy-benzonitrile and (1-chloro-6-methoxy-isoquinolin-3-yl)-(5-methyl-1H-pyrazol-3-yl)-amine to give 4-[3-(5-Methyl-1H-pyrazol-3-ylamino)-6-methoxy-isoquinolin-1-yloxy]-benzonitrile. LC-MS m/e 372(MH+). Product: OC(c1ccccc1)c1cc2cc(Br)ccc2o1. RXN SMILES: [BH4-:1].[C:3]([c:4]1[cH:5][cH:6][cH:7][cH:8][cH:9]1)(=[O:10])[c:11]1[o:12][c:13]2[c:14]([cH:15]1)[cH:16][c:17]([Br:20])[cH:18][cH:19]2.[Na+:2].[O:22]1[CH2:23][CH2:24][O:25][CH2:26][CH2:27]1.[OH2:21]>>[CH:3]([c:4]1[cH:5][cH:6][cH:7][cH:8][cH:9]1)([OH:10])[c:11]1[o:12][c:13]2[c:14]([cH:15]1)[cH:16][c:17]([Br:20])[cH:18][cH:19]2. Reactants: [BH4-], O=C(c1ccccc1)c1cc2cc(Br)ccc2o1, [Na+], C1COCCO1, O. Starting materials: P(OCC)(OCC)OCC (triethyl phosphite), ClC\C=C(\CCC=C(C)C)/C ((E)-1-Chloro-3,7-dimethyl-2,6-octadiene), P(OCC)(OCC)OCC (triethyl phosphite). Run at time 2 hour. Product: C\C(=C/CP(OCC)(OCC)=O)\CCC=C(C)C (diethyl (2E)-3,7-dimethyl-2,6-octdienylphosphonate). Yield: 92.1%. RXN SMILES: [P:1]([O:8][CH2:9][CH3:10])([O:5][CH2:6][CH3:7])[O:2]CC.Cl[CH2:12]/[CH:13]=[C:14](\[CH3:21])/[CH2:15][CH2:16][CH:17]=[C:18]([CH3:20])[CH3:19]>>[CH3:21]/[C:14](/[CH2:15][CH2:16][CH:17]=[C:18]([CH3:20])[CH3:19])=[CH:13]\[CH2:12][P:1](=[O:2])([O:5][CH2:6][CH3:7])[O:8][CH2:9][CH3:10]. Reported procedure: To a four-neck 1000 mL reaction flask with mechanical stirrer and thermometer 250 g of triethyl phosphite was added and heated to 150° C.-155° C., then a mixture of 172.7 g (E)-1-Chloro-3,7-dimethyl-2,6-octadiene and 160 g triethyl phosphite was added drop wise. The resulting mixture was stirred at 150° C.-155° C. for an additional 2 h to complete the reaction according to GC. Then cooling the mixture to room temperature, the excessive triethyl phosphite was recycled by vacuum distillation, and ... Starting materials: ClCCl, O=C=Nc1ccc(F)cc1, CC(C)(C)OC(=O)N1CCN2C(=O)OC(c3ccccc3)C2C1, C1CCOC1, O=C(O)C(F)(F)F. The product is O=C(Nc1ccc(F)cc1)N1CCN2C(=O)OC(c3ccccc3)C2C1. RXN SMILES: [Cl:46][CH2:47][Cl:48].[F:36][c:37]1[cH:38][cH:39][c:40]([N:43]=[C:44]=[O:45])[cH:41][cH:42]1.[O:1]=[C:2]1[O:3][CH:4]([c:18]2[cH:19][cH:20][cH:21][cH:22][cH:23]2)[CH:5]2[N:6]1[CH2:7][CH2:8][N:9]([C:11]([O:13][C:12]([CH3:14])([CH3:15])[CH3:16])=[O:17])[CH2:10]2.[O:31]1[CH2:32][CH2:33][CH2:34][CH2:35]1.[OH:24][C:25]([C:26]([F:27])([F:28])[F:29])=[O:30]>>[O:1]=[C:2]1[O:3][CH:4]([c:18]2[cH:19][cH:20][cH:21][cH:22][cH:23]2)[CH:5]2[N:6]1[CH2:7][CH2:8][N:9]([C:11](=[O:13])[NH:43][c:40]1[cH:39][cH:38][c:37]([F:36])[cH:42][cH:41]1)[CH2:10]2. Solvent: C(C)(=O)O (acetic acid). Reactants: C1(=CC=CC=C1)S(=O)(=O)C1=C(NN=C1CC)N (4-benzenesulphonyl-5-ethyl-2H-pyrazol-3-ylamine), C(CC(=O)C)(=O)OCC (ethyl acetoacetate). Procedure details: A solution of 2.9 g (11.5 mmol) of 4-benzenesulphonyl-5-ethyl-2H-pyrazol-3-ylamine and 1.8 ml (13.8 mmol) of ethyl acetoacetate in 10 ml of acetic acid was heated at reflux for 3 hrs. The reaction solution was cooled to RT and evaporated. The residue was partitioned between CH2Cl2 and H2O and the aqueous phase was washed three times with 150 ml of CH2Cl2. The combined organic phases were dried (MgSO4), filtered and evaporated. Crystallization from ethyl acetate yielded 2.6 g (71%) of 3-benzenesu... The product is C1(=CC=CC=C1)S(=O)(=O)C=1C(=NN2C1N=C(C=C2O)C)CC (3-benzenesulphonyl-2-ethyl-5-methyl-pyrazolo[1,5-a]pyrimidin-7-ol). Isolated yield 71.2%. RXN SMILES: [C:1]1([S:7]([C:10]2[C:14]([CH2:15][CH3:16])=[N:13][NH:12][C:11]=2[NH2:17])(=[O:9])=[O:8])[CH:6]=[CH:5][CH:4]=[CH:3][CH:2]=1.[C:18](OCC)(=[O:23])[CH2:19][C:20]([CH3:22])=O>C(O)(=O)C>[C:1]1([S:7]([C:10]2[C:14]([CH2:15][CH3:16])=[N:13][N:12]3[C:18]([OH:23])=[CH:19][C:20]([CH3:22])=[N:17][C:11]=23)(=[O:9])=[O:8])[CH:2]=[CH:3][CH:4]=[CH:5][CH:6]=1. Reactants: B, CC(C)(Sc1nc(CC(=O)O)cs1)C(=O)O, CCCCCc1ccc(N)cc1, C1CCOC1, C1CCOC1. Yields the product CCCCCc1ccc(NCCc2csc(SC(C)(C)C(=O)O)n2)cc1. As a reaction SMILES: [BH3:34].[C:1]([OH:2])(=[O:3])[CH2:4][c:5]1[n:6][c:7]([S:10][C:11]([C:12](=[O:13])[OH:14])([CH3:15])[CH3:16])[s:8][cH:9]1.[CH2:17]([CH2:18][CH2:19][CH2:20][CH3:21])[c:22]1[cH:23][cH:24][c:25]([NH2:26])[cH:27][cH:28]1.[O:29]1[CH2:30][CH2:31][CH2:32][CH2:33]1.[O:35]1[CH2:36][CH2:37][CH2:38][CH2:39]1>>[CH2:1]([CH2:4][c:5]1[n:6][c:7]([S:10][C:11]([C:12](=[O:13])[OH:14])([CH3:15])[CH3:16])[s:8][cH:9]1)[NH:26][c:25]1[cH:24][cH:23][c:22]([CH2:17][CH2:18][CH2:19][CH2:20][CH3:21])[cH:28][cH:27]1. Reactants: C(C)(C)(C)OC(=O)N1CC=2N(CC1)C(=CC2C#N)C2CCN(CC2)C(=O)OCC2=CC=CC=C2 (6-(1-benzyloxycarbonylpiperidin-4-yl)-8-cyano-3,4-dihydro-1H-pyrrolo[1,2-a]pyrazine-2-carboxylic acid tert-butyl ester), C(C)(C)(C)OC(=O)N1CC=2N(CC1)C(=C(C2)C#N)C2CCN(CC2)C(=O)OCC2=CC=CC=C2 (6-(1-benzyloxycarbonylpiperidin-4-yl)-7-cyano-3,4-dihydro-1H-pyrrolo[1,2-a]pyrazine-2-carboxylic acid tert-butyl ester). Product: C(C)(C)(C)OC(=O)N1CC=2N(CC1)C(=C(C2C#N)C#N)C2CCN(CC2)C(=O)OCC2=CC=CC=C2 (6-(1-Benzyloxycarbonylpiperidin-4-yl)-7,8-dicyano-3,4-dihydro-1H-pyrrolo[1,2-a]pyrazine-2-carboxylic acid tert-butyl ester). As a reaction SMILES: [C:1]([O:5][C:6]([N:8]1[CH2:13][CH2:12][N:11]2[C:14]([CH:19]3[CH2:24][CH2:23][N:22]([C:25]([O:27][CH2:28][C:29]4[CH:34]=[CH:33][CH:32]=[CH:31][CH:30]=4)=[O:26])[CH2:21][CH2:20]3)=[CH:15][C:16]([C:17]#[N:18])=[C:10]2[CH2:9]1)=[O:7])([CH3:4])([CH3:3])[CH3:2].C(O[C:40]([N:42]1CCN2C(C3CCN(C(OCC4C=CC=CC=4)=O)CC3)=C(C#N)C=C2C1)=O)(C)(C)C>>[C:1]([O:5][C:6]([N:8]1[CH2:13][CH2:12][N:11]2[C:14]([CH:19]3[CH2:20][CH2:21][N:22]([C:25]([O:27][CH2:28][C:29]4[CH:34]=[CH:33][CH:32]=[CH:31][CH:30]=4)=[O:26])[CH2:23][CH2:24]3)=[C:15]([C:40]#[N:42])[C:16]([C:17]#[N:18])=[C:10]2[CH2:9]1)=[O:7])([CH3:4])([CH3:2])[CH3:3]. Procedure details: By proceeding in a similar manner to that described in Reference Example 8 but using a mixture of 6-(1-benzyloxycarbonylpiperidin-4-yl)-8-cyano-3,4-dihydro-1H-pyrrolo[1,2-a]pyrazine-2-carboxylic acid tert-butyl ester and 6-(1-benzyloxycarbonylpiperidin-4-yl)-7-cyano-3,4-dihydro-1H-pyrrolo[1,2-a]pyrazine-2-carboxylic acid tert-butyl ester (5.00 g, Reference Example 15) the title compound (4.71 g) was prepared as a yellow oil, MS: 490 [MH]+. 1H NMR [(CDCl3]: δ 7.42–7.30 (m, 5H), 5.15 (s, 2H), 4.71...